This data is from the Open Reaction Database (ORD), a public repository of structured organic reaction records. The task is: describe an organic reaction: reactants, conditions, products, and yield The product is FC=1C(=NC=NC1OCC#CCC)N1CCCCC1 (5-fluoro-4-piperidino-6-(2-pentynyloxy)pyrimidine). RXN SMILES: Cl[C:2]1[C:7]([F:8])=[C:6]([O:9][CH2:10][C:11]#[C:12][CH2:13][CH3:14])[N:5]=[CH:4][N:3]=1.[NH:15]1[CH2:20][CH2:19][CH2:18][CH2:17][CH2:16]1>>[F:8][C:7]1[C:2]([N:15]2[CH2:20][CH2:19][CH2:18][CH2:17][CH2:16]2)=[N:3][CH:4]=[N:5][C:6]=1[O:9][CH2:10][C:11]#[C:12][CH2:13][CH3:14]. Procedure: 0.2 g of 4-chloro-5-fluoro-6-(2-pentynyloxy)pyrimidine and 0.24 g of piperidine were mixed and left for 3 hours at room temperature. The reaction mixture was subjected to silica gel column chromatography to obtain 0.24 g of 5-fluoro-4-piperidino-6-(2-pentynyloxy)pyrimidine (hereinafter, referred to as Compound (12)). Starting materials: ClC1=NC=NC(=C1F)OCC#CCC (4-chloro-5-fluoro-6-(2-pentynyloxy)pyrimidine), N1CCCCC1 (piperidine). Yield: 97.8%. Conditions: time 3 hour. The reactants are C=CCC(C(=O)OCC)c1csc(NC(=O)OC(C)(C)C)n1, C[N+]1([O-])CCOCC1, CC(C)=O, CCOC(C)=O, CCCCCC, [Na+], O, O=S(=O)([O-])O. Product: CCOC(=O)C(CC=O)c1csc(NC(=O)OC(C)(C)C)n1. Reaction SMILES: [C:1]([CH3:2])([CH3:3])([CH3:4])[O:5][C:6](=[O:7])[NH:8][c:9]1[s:10][cH:11][c:12]([CH:14]([C:15](=[O:16])[O:17][CH2:18][CH3:19])[CH2:20][CH:21]=[CH2:22])[n:13]1.[CH3:23][N+:24]1([O-:25])[CH2:26][CH2:28][O:27][CH2:29][CH2:30]1.[CH3:32][C:33]([CH3:34])=[O:35].[CH3:42][CH2:43][O:44][C:45](=[O:46])[CH3:47].[CH3:48][CH2:49][CH2:50][CH2:51][CH2:52][CH3:53].[Na+:41].[OH2:31].[S:36](=[O:37])(=[O:38])([OH:39])[O-:40]>>[C:1]([CH3:2])([CH3:3])([CH3:4])[O:5][C:6](=[O:7])[NH:8][c:9]1[s:10][cH:11][c:12]([CH:14]([C:15](=[O:16])[O:17][CH2:18][CH3:19])[CH2:20][CH:21]=[O:27])[n:13]1. The reactants are CO, [Li+], C1CCOC1, [OH-], O, CCOC(=O)c1cccc(NC(=O)NC2CN(C(=O)C3CCCCC3)c3ccc(C)cc3N(CC(=O)c3ccccc3C)C2=O)c1. Product: Cc1ccc2c(c1)N(CC(=O)c1ccccc1C)C(=O)C(NC(=O)Nc1cccc(C(=O)O)c1)CN2C(=O)C1CCCCC1. Reaction SMILES: [CH3:55][OH:56].[Li+:49].[O:50]1[CH2:51][CH2:52][CH2:53][CH2:54]1.[OH-:48].[OH2:47].[c:1]1([CH3:46])[c:2]([C:7](=[O:8])[CH2:9][N:10]2[C:11](=[O:45])[CH:12]([NH:30][C:31](=[O:32])[NH:33][c:34]3[cH:35][c:36]([C:40](=[O:41])[O:42][CH2:43][CH3:44])[cH:37][cH:38][cH:39]3)[CH2:13][N:14]([C:22](=[O:23])[CH:24]3[CH2:25][CH2:26][CH2:27][CH2:28][CH2:29]3)[c:15]3[c:16]2[cH:17][c:18]([CH3:21])[cH:19][cH:20]3)[cH:3][cH:4][cH:5][cH:6]1>>[c:1]1([CH3:46])[c:2]([C:7](=[O:8])[CH2:9][N:10]2[C:11](=[O:45])[CH:12]([NH:30][C:31](=[O:32])[NH:33][c:34]3[cH:35][c:36]([C:40](=[O:41])[OH:42])[cH:37][cH:38][cH:39]3)[CH2:13][N:14]([C:22](=[O:23])[CH:24]3[CH2:25][CH2:26][CH2:27][CH2:28][CH2:29]3)[c:15]3[c:16]2[cH:17][c:18]([CH3:21])[cH:19][cH:20]3)[cH:3][cH:4][cH:5][cH:6]1. Starting materials: C(O)([O-])=O.[Na+] (sodium hydrogencarbonate), N1C=NC=C1 (1H-imidazole), C([O-])([O-])=O.[K+].[K+] (potassium carbonate), ClCC(=O)N1CCC(CC1)\C=C\C1=C(C=CC=C1C)C (1-(chloroacetyl)-4-[(E)-2-(2,6-dimethylphenyl)vinyl]piperidine). Solvent: C(C)#N (acetonitrile). Yields the product CC1=C(C(=CC=C1)C)/C=C/C1CCN(CC1)C(CN1C=NC=C1)=O (4-[(E)-2-(2,6-dimethylphenyl)vinyl]-1-(1H-imidazol-1-ylacetyl)piperidine). The yield is 94.4%. As a reaction SMILES: [NH:1]1[CH:5]=[CH:4][N:3]=[CH:2]1.C(=O)([O-])[O-].[K+].[K+].Cl[CH2:13][C:14]([N:16]1[CH2:21][CH2:20][CH:19](/[CH:22]=[CH:23]/[C:24]2[C:29]([CH3:30])=[CH:28][CH:27]=[CH:26][C:25]=2[CH3:31])[CH2:18][CH2:17]1)=[O:15].C(=O)([O-])O.[Na+]>C(#N)C>[CH3:31][C:25]1[CH:26]=[CH:27][CH:28]=[C:29]([CH3:30])[C:24]=1/[CH:23]=[CH:22]/[CH:19]1[CH2:20][CH2:21][N:16]([C:14](=[O:15])[CH2:13][N:1]2[CH:5]=[CH:4][N:3]=[CH:2]2)[CH2:17][CH2:18]1 |f:1.2.3,5.6|. Procedure: 84 mg of 1H-imidazole and 142 mg of potassium carbonate were added to a solution of 300 mg of 1-(chloroacetyl)-4-[(E)-2-(2,6-dimethylphenyl)vinyl]piperidine in 5 ml of acetonitrile, followed by heating under reflux for 3 hours. After cooling, saturated aqueous sodium hydrogencarbonate solution was added to the reaction mixture, followed by extraction with chloroform. The organic layer was concentrated under reduced pressure and the residue was purified by silica gel column chromatography (chloro... Starting materials: COC=1C=C(C#N)C=CC1OC(C)OCC (3-methoxy-4-(2-ethoxy-1-oxapropyl)benzonitrile), [H-].[Al+3].[Li+].[H-].[H-].[H-] (lithium aluminum hydride). Run in C1CCOC1 (THF), C1CCOC1 (THF). Reaction conditions: temperature 0 celsius. Product: COC1=C(C=CC(=C1)CN)OC(C)OCC (2-methoxy-4-aminomethyl-(2-ethoxy-1-oxapropyl)benzene). Isolated yield 71.3%. As a reaction SMILES: [CH3:1][O:2][C:3]1[CH:4]=[C:5]([CH:8]=[CH:9][C:10]=1[O:11][CH:12]([O:14][CH2:15][CH3:16])[CH3:13])[C:6]#[N:7].[H-].[Al+3].[Li+].[H-].[H-].[H-]>C1COCC1>[CH3:1][O:2][C:3]1[CH:4]=[C:5]([CH2:6][NH2:7])[CH:8]=[CH:9][C:10]=1[O:11][CH:12]([O:14][CH2:15][CH3:16])[CH3:13] |f:1.2.3.4.5.6|. Procedure details: A solution of 5.0 g of 3-methoxy-4-(2-ethoxy-1-oxapropyl)benzonitrile in 25 ml anhydrous THF was added dropwise to 119.5 ml 1 M lithium aluminum hydride in THF. The mixture was refluxed for four hours, cooled to 0° C., and the excess reagent was quenched with 5 N NaOH. The precipitated aluminum salts were removed by filtration and the THF evaporated. The residue was partitioned between 200 ml ether and 75 ml H2O. The remaining ether layer was washed with 75 ml of brine, dried (K2CO3), filtered, ... Starting materials: CCC(COC)n1cc(Br)nc(Br)c1=O, COc1cc2c(c(Cl)c1F)NCC2. Yields the product CCC(COC)n1cc(Br)nc(N2CCc3cc(OC)c(F)c(Cl)c32)c1=O. As a reaction SMILES: [Br:1][c:2]1[c:3](=[O:15])[n:4]([CH:9]([CH2:10][CH3:11])[CH2:12][O:13][CH3:14])[cH:5][c:6]([Br:8])[n:7]1.[Cl:16][c:17]1[c:18]([F:28])[c:19]([O:26][CH3:27])[cH:20][c:21]2[c:25]1[NH:24][CH2:23][CH2:22]2>>[c:2]1([N:24]2[CH2:23][CH2:22][c:21]3[cH:20][c:19]([O:26][CH3:27])[c:18]([F:28])[c:17]([Cl:16])[c:25]32)[c:3](=[O:15])[n:4]([CH:9]([CH2:10][CH3:11])[CH2:12][O:13][CH3:14])[cH:5][c:6]([Br:8])[n:7]1.